Dataset: the Open Reaction Database (ORD), a public repository of structured organic reaction records. Task: describe an organic reaction: reactants, conditions, products, and yield The reactants are C(C1=CC=CC=C1)OC1=C(C=C(OCCC=2N=C(OC2C)C2=CC=CC=C2)C=C1)CCC (4-[2-(4-benzyloxy-3-propylphenoxy)ethyl]-5-methyl-2-phenyloxazole), [H][H] (hydrogen). Reagents/catalysts: [Pd] (Pd/C). Solvent: C(C)O (ethanol). Product: C(CC)C1=C(C=CC(=C1)OCCC=1N=C(OC1C)C1=CC=C(C=C1)C1=CC=CC=C1)O (2-Propyl-4-[2-(5-methyl-2-biphenyl-4-yl-oxazole-4-yl)ethoxy]phenol). Reaction SMILES: C([O:8][C:9]1[CH:29]=[CH:28][C:12]([O:13][CH2:14][CH2:15][C:16]2[N:17]=[C:18]([C:22]3[CH:27]=[CH:26][CH:25]=[CH:24][CH:23]=3)[O:19][C:20]=2[CH3:21])=[CH:11][C:10]=1[CH2:30][CH2:31][CH3:32])C1C=CC=CC=1.[H][H]>C(O)C.[Pd]>[CH2:30]([C:10]1[CH:11]=[C:12]([O:13][CH2:14][CH2:15][C:16]2[N:17]=[C:18]([C:22]3[CH:27]=[CH:26][C:25]([C:9]4[CH:29]=[CH:28][CH:12]=[CH:11][CH:10]=4)=[CH:24][CH:23]=3)[O:19][C:20]=2[CH3:21])[CH:28]=[CH:29][C:9]=1[OH:8])[CH2:31][CH3:32]. Procedure: A solution of 4-[2-(4-benzyloxy-3-propylphenoxy)ethyl]-5-methyl-2-phenyloxazole (3.16 mmol) in ethanol (100 mL) was treated with 5% Pd/C (160 mg) and hydrogen (60 psi) at ambient temperature for 18 h. The mixture was filtered and concentrated in vacuo to give a tan solid. Isolated yield 64.7%. Reported procedure: A solution of 2-bromo-4′-nitroacetophenone (4.42 g, 18.1 mmol), N,N,-dimethylthiourea (3.77 g, 36.2 mmol) in isopropanol (60 mL) was heated at reflux for 45 min. The cooled reaction mixture was diluted with EtOAc. The solution was washed with saturated aqueous NaHCO3, H2O and brine, dried (MgSO4) and concentrated under reduced pressure to give N,N-dimethyl-4-(4-nitrophenyl)-2-thiazolamine (2.92 g, 65% yield) as an orange solid: 1H NMR (400 MHz, DMSO-d6) δ8.24 (d, J=8.8 Hz, 2H), 8.11 (d, J=8.8 Hz... Yields the product CN(C=1SC=C(N1)C1=CC=C(C=C1)[N+](=O)[O-])C (N,N-dimethyl-4-(4-nitrophenyl)-2-thiazolamine). RXN SMILES: Br[CH2:2][C:3]([C:5]1[CH:10]=[CH:9][C:8]([N+:11]([O-:13])=[O:12])=[CH:7][CH:6]=1)=O.[CH3:14][N:15]([CH3:19])[C:16]([NH2:18])=[S:17]>C(O)(C)C.CCOC(C)=O>[CH3:14][N:15]([CH3:19])[C:16]1[S:17][CH:2]=[C:3]([C:5]2[CH:10]=[CH:9][C:8]([N+:11]([O-:13])=[O:12])=[CH:7][CH:6]=2)[N:18]=1. The reactants are BrCC(=O)C1=CC=C(C=C1)[N+](=O)[O-] (2-bromo-4′-nitroacetophenone), CN(C(=S)N)C (N,N,-dimethylthiourea). Run in C(C)(C)O (isopropanol), CCOC(=O)C (EtOAc). Reactants: NC(C(=O)N)CC1=C(C=CC=C1)F (2-Amino-3-(2-fluorophenyl)propionamide), [H-].[H-].[H-].[H-].[Li+].[Al+3] (LAH), Na2SO4.10H2O. The solvent is C1CCOC1 (THF). Conditions: temperature 5 celsius, time 18 hour. The product is NC(CN)CC1=C(C=CC=C1)F (2-Amino-3-(2-fluorophenyl)-propylamine). As a reaction SMILES: [NH2:1][CH:2]([CH2:6][C:7]1[CH:12]=[CH:11][CH:10]=[CH:9][C:8]=1[F:13])[C:3]([NH2:5])=O.[H-].[H-].[H-].[H-].[Li+].[Al+3]>C1COCC1>[NH2:1][CH:2]([CH2:6][C:7]1[CH:12]=[CH:11][CH:10]=[CH:9][C:8]=1[F:13])[CH2:3][NH2:5] |f:1.2.3.4.5.6|. Reported procedure: 2-Amino-3-(2-fluorophenyl)propionamide was added carefully to a chilled (50°) mixture of LAH (1.0 g, 26.3 mmol) and 20 ml THF under argon. The reaction was then heated at reflux for 10 hrs. The reaction was cooled to 5° C. and carefully treated with Na2SO4.10H2O. The resulting mixture was stirred for 18 hrs, then filtered to remove the solids. The filtrate was concentrated in vacuo to give an amber oil. MS (m/z): 169 (M+H)+; C9H13FN2 requir. 168.19. Reactants: C(C)(=O)C1=CC(=C(C=C1)N1CCN(CC1)C(=O)C=1C=C(C=CC1Cl)S(=O)(=O)NC)F (3-[4-(4-Acetyl-2-fluoro-phenyl)-piperazine-1-carbonyl]-4-chloro-N-methyl-benzenesulfonamide), N1CCOCC1 (morpholine). Product: C(C)(=O)C1=CC(=C(C=C1)N1CCN(CC1)C(=O)C=1C=C(C=CC1N1CCOCC1)S(=O)(=O)NC)F (3-[4-(4-Acetyl-2-fluoro-phenyl)-piperazine-1-carbonyl]-N-methyl-4-morpholin-4-yl-benzenesulfonamide). RXN SMILES: [C:1]([C:4]1[CH:9]=[CH:8][C:7]([N:10]2[CH2:15][CH2:14][N:13]([C:16]([C:18]3[CH:19]=[C:20]([S:25]([NH:28][CH3:29])(=[O:27])=[O:26])[CH:21]=[CH:22][C:23]=3Cl)=[O:17])[CH2:12][CH2:11]2)=[C:6]([F:30])[CH:5]=1)(=[O:3])[CH3:2].[NH:31]1[CH2:36][CH2:35][O:34][CH2:33][CH2:32]1>>[C:1]([C:4]1[CH:9]=[CH:8][C:7]([N:10]2[CH2:15][CH2:14][N:13]([C:16]([C:18]3[CH:19]=[C:20]([S:25]([NH:28][CH3:29])(=[O:27])=[O:26])[CH:21]=[CH:22][C:23]=3[N:31]3[CH2:36][CH2:35][O:34][CH2:33][CH2:32]3)=[O:17])[CH2:12][CH2:11]2)=[C:6]([F:30])[CH:5]=1)(=[O:3])[CH3:2]. Procedure details: The title compound was prepared according to the procedure described for example 1 from 3-[4-(4-Acetyl-2-fluoro-phenyl)-piperazine-1-carbonyl]-4-chloro-N-methyl-benzenesulfonamide and morpholine (58%, light yellow solid, MS (m/e): 503.1 (M−H, 100%) Starting materials: [H][H] (Hydrogen), ClC1=CC=C(C(=O)C=2C(=C(C=CC2)C=CCCCCCCCC(=O)O)C)C=C1 (10-[3'-(4-chlorobenzoyl)-2'-methyl-phenyl]-dec-9-enoic acid). The reagents and catalysts are [Pt]=O (platinum oxide). Solvent: C(C)O (ethanol). The product is ClC1=CC=C(C(=O)C=2C(=C(C=CC2)CCCCCCCCCC(=O)O)C)C=C1 (10-[3'-(4-chlorobenzoyl)-2'-methyl-phenyl]-decanoic acid). Yield: 80.3%. RXN SMILES: [H][H].[Cl:3][C:4]1[CH:30]=[CH:29][C:7]([C:8]([C:10]2[C:11]([CH3:28])=[C:12]([CH:16]=[CH:17][CH2:18][CH2:19][CH2:20][CH2:21][CH2:22][CH2:23][CH2:24][C:25]([OH:27])=[O:26])[CH:13]=[CH:14][CH:15]=2)=[O:9])=[CH:6][CH:5]=1>C(O)C.[Pt]=O>[Cl:3][C:4]1[CH:5]=[CH:6][C:7]([C:8]([C:10]2[C:11]([CH3:28])=[C:12]([CH2:16][CH2:17][CH2:18][CH2:19][CH2:20][CH2:21][CH2:22][CH2:23][CH2:24][C:25]([OH:27])=[O:26])[CH:13]=[CH:14][CH:15]=2)=[O:9])=[CH:29][CH:30]=1. Procedure details: Hydrogen was passed through a solution of 6.89 g of the acid of Step A in 100 ml of ethanol in the presence of 140 mg of platinum oxide for 45 minutes and the mixture was then filtered. The filtrate was evaporated to dryness and the residue was treated with ether in the presence of activated carbon and was crystallized from a 1:1 isopropyl ether-petroleum ether mixture to obtain 5.56 g of 10-[3'-(4-chlorobenzoyl)-2'-methyl-phenyl]-decanoic acid melting at 74° C. Starting materials: ClC(Cl)(Cl)Cl, O=C([O-])O, COC(=O)C(CO)NC(=O)C1CCN(C(=O)Cc2cc(C)ccc2C)CC1, CC#N, CCOC(C)=O, CCN(C(C)C)C(C)C, ClCCl, [Na+], O, c1ccc(P(c2ccccc2)c2ccccc2)cc1. Product: COC(=O)C1COC(C2CCN(C(=O)Cc3cc(C)ccc3C)CC2)=N1. As a reaction SMILES: [C:56]([Cl:57])([Cl:58])([Cl:59])[Cl:60].[C:61](=[O:62])([OH:63])[O-:64].[CH3:1][O:2][C:3]([CH:4]([NH:5][C:6](=[O:7])[CH:8]1[CH2:9][CH2:10][N:11]([C:14]([CH2:15][c:16]2[c:17]([CH3:23])[cH:18][cH:19][c:20]([CH3:22])[cH:21]2)=[O:24])[CH2:12][CH2:13]1)[CH2:25][OH:26])=[O:27].[CH3:66][C:67]#[N:68].[CH3:69][CH2:70][O:71][C:72](=[O:73])[CH3:74].[CH:47]([N:48]([CH2:49][CH3:50])[CH:51]([CH3:52])[CH3:53])([CH3:54])[CH3:55].[Cl:76][CH2:77][Cl:78].[Na+:65].[OH2:75].[c:28]1([P:29]([c:30]2[cH:31][cH:32][cH:33][cH:34][cH:35]2)[c:36]2[cH:37][cH:38][cH:39][cH:40][cH:41]2)[cH:42][cH:43][cH:44][cH:45][cH:46]1>>[CH3:1][O:2][C:3]([CH:4]1[N:5]=[C:6]([CH:8]2[CH2:9][CH2:10][N:11]([C:14]([CH2:15][c:16]3[c:17]([CH3:23])[cH:18][cH:19][c:20]([CH3:22])[cH:21]3)=[O:24])[CH2:12][CH2:13]2)[O:7][CH2:25]1)=[O:27]. Reactants: CCCc1cc2cc(OC)ccc2c(O)c1-c1ccccc1, O=Cc1ccc(F)cc1, [H-], [Na+], CN(C)C=O. The product is CCCc1cc2cc(OC)ccc2c(Oc2ccc(C=O)cc2)c1-c1ccccc1. RXN SMILES: [CH3:1][O:2][c:3]1[cH:4][c:5]2[cH:6][c:7]([CH2:20][CH2:21][CH3:22])[c:8](-[c:14]3[cH:15][cH:16][cH:17][cH:18][cH:19]3)[c:9]([OH:13])[c:10]2[cH:11][cH:12]1.[F:25][c:26]1[cH:27][cH:28][c:29]([CH:30]=[O:31])[cH:32][cH:33]1.[H-:24].[Na+:23].[O:34]=[CH:35][N:36]([CH3:37])[CH3:38]>>[CH3:1][O:2][c:3]1[cH:4][c:5]2[cH:6][c:7]([CH2:20][CH2:21][CH3:22])[c:8](-[c:14]3[cH:15][cH:16][cH:17][cH:18][cH:19]3)[c:9]([O:13][c:26]3[cH:27][cH:28][c:29]([CH:30]=[O:31])[cH:32][cH:33]3)[c:10]2[cH:11][cH:12]1.